From a dataset of the Open Reaction Database (ORD), a public repository of structured organic reaction records. describe an organic reaction: reactants, conditions, products, and yield The reactants are NC1=C(NCC(CC)CC)C=CC(=C1)Cl (2-amino-4-chloro-N-(2-ethylbutyl)aniline), C(C(=O)OCC)(=O)OCC (diethyl oxalate). Product: ClC=1C=C2NC(C(N(C2=CC1)CC(CC)CC)=O)=O (6-Chloro-1-(2-ethylbutyl)-2,3(1H,4H)-quinoxalinedione). Isolated yield 76.0%. Reaction SMILES: [NH2:1][C:2]1[CH:14]=[C:13]([Cl:15])[CH:12]=[CH:11][C:3]=1[NH:4][CH2:5][CH:6]([CH2:9][CH3:10])[CH2:7][CH3:8].[C:16](OCC)(=[O:22])[C:17](OCC)=[O:18]>>[Cl:15][C:13]1[CH:14]=[C:2]2[C:3](=[CH:11][CH:12]=1)[N:4]([CH2:5][CH:6]([CH2:7][CH3:8])[CH2:9][CH3:10])[C:17](=[O:18])[C:16](=[O:22])[NH:1]2. Procedure: 35 g (0.124 mol) of 2-amino-4-chloro-N-(2-ethylbutyl)aniline were refluxed in 350 ml of diethyl oxalate for 2.5 h. After cooling, the precipitate was filtered off with suction and dried to yield 33 g (76%) of the product. Melting point 253°-255° C. The reactants are [BH4-], CCO, O=Cc1ccncc1Cl, [Na+]. Product: OCc1ccncc1Cl. As a reaction SMILES: [BH4-:10].[CH3:12][CH2:13][OH:14].[Cl:1][c:2]1[cH:3][n:4][cH:5][cH:6][c:7]1[CH:8]=[O:9].[Na+:11]>>[Cl:1][c:2]1[cH:3][n:4][cH:5][cH:6][c:7]1[CH2:8][OH:9].